From a dataset of the Open Reaction Database (ORD), a public repository of structured organic reaction records. describe an organic reaction: reactants, conditions, products, and yield Reaction SMILES: Cl[C:2]1[CH:11]=[CH:10][C:9]2[C:4](=[CH:5][CH:6]=[CH:7][CH:8]=2)[N:3]=1.[CH2:12]([NH2:16])[CH2:13][CH2:14][CH3:15].C(N(C(C)C)CC)(C)C>C(#N)C.CCOC(C)=O>[CH2:12]([NH:16][C:2]1[CH:11]=[CH:10][C:9]2[C:4](=[CH:5][CH:6]=[CH:7][CH:8]=2)[N:3]=1)[CH2:13][CH2:14][CH3:15]. The product is C(CCC)NC1=NC2=CC=CC=C2C=C1 (N-Butyl-N-quinolin-2-ylamine). Reactants: ClC1=NC2=CC=CC=C2C=C1 (2-Chloroquinoline), C(CCC)N (butylamine), C(C)(C)N(CC)C(C)C (diisopropylethylamine). Procedure: 2-Chloroquinoline (500 mg, 3.06 mmol), butylamine (0.90 nrL, 9.16 mmol), and diisopropylethylamine (0.82 mL, 4.58 mmol) were dissolved in acetonitrile (5 mL), and solution refluxed 2 days. Reaction cooled and diluted with EtOAc. Reaction washed with water and brine. Organic layer dried with Na2SO4, filtered, and concentrated in vacuo. Residue purified by flash chromatography on silica gel eluting with 15% EtOAc/Hexanes to afford the desired product as a pale yellow oil (188 mg, 31% ). m/e (DCI) ... Solvent: C(C)#N (acetonitrile), CCOC(=O)C (EtOAc). Yield: 30.7%. Reactants: CC(C)(C)OC(=O)N1CC(O)C(C#N)C1, C1CCOC1, CI. The product is COC1CN(C(=O)OC(C)(C)C)CC1C#N. Reaction SMILES: [C:1]([CH3:2])([CH3:3])([CH3:4])[O:5][C:6](=[O:7])[N:8]1[CH2:9][CH:10]([C:14]#[N:15])[CH:11]([OH:13])[CH2:12]1.[CH2:18]1[O:19][CH2:20][CH2:21][CH2:22]1.[CH3:16][I:17]>>[C:1]([CH3:2])([CH3:3])([CH3:4])[O:5][C:6](=[O:7])[N:8]1[CH2:9][CH:10]([C:14]#[N:15])[CH:11]([O:13][CH3:16])[CH2:12]1. The product is Cc1cc(N2CCN(CCO)CC2)nn2c(-c3ccnc4[nH]ccc34)c(-c3ccc(F)cc3)nc12. Starting materials: CO, Cc1cc(N2CCN(CCO)CC2)nn2c(-c3ccnc4c3ccn4S(=O)(=O)c3ccccc3)c(-c3ccc(F)cc3)nc12, [Na+], C1CCOC1, [OH-], O. As a reaction SMILES: [CH3:50][OH:51].[F:1][c:2]1[cH:3][cH:4][c:5](-[c:8]2[n:9][c:10]3[n:11]([n:12][c:13]([N:17]4[CH2:18][CH2:19][N:20]([CH2:23][CH2:24][OH:25])[CH2:21][CH2:22]4)[cH:14][c:15]3[CH3:16])[c:26]2-[c:27]2[c:28]3[c:29]([n:30][cH:31][cH:32]2)[n:33]([S:36]([c:37]2[cH:38][cH:39][cH:40][cH:41][cH:42]2)(=[O:43])=[O:44])[cH:34][cH:35]3)[cH:6][cH:7]1.[Na+:53].[O:45]1[CH2:46][CH2:47][CH2:48][CH2:49]1.[OH-:52].[OH2:54]>>[F:1][c:2]1[cH:3][cH:4][c:5](-[c:8]2[n:9][c:10]3[n:11]([n:12][c:13]([N:17]4[CH2:18][CH2:19][N:20]([CH2:23][CH2:24][OH:25])[CH2:21][CH2:22]4)[cH:14][c:15]3[CH3:16])[c:26]2-[c:27]2[c:28]3[c:29]([n:30][cH:31][cH:32]2)[nH:33][cH:34][cH:35]3)[cH:6][cH:7]1. Product: CC(C)(C)C(NC(=O)c1c[nH]c2ncc(C3CC3)nc12)C(=O)N1CCC(O)(c2ccccc2)CC1. Starting materials: CC#N, [Cs+], [F-], C1COCCOCCOCCOCCOCCO1, CC(C)(C)C(NC(=O)c1cn(COCC[Si](C)(C)C)c2ncc(C3CC3)nc12)C(=O)N1CCC(O)(c2ccccc2)CC1. RXN SMILES: [CH3:64][C:65]#[N:66].[Cs+:63].[F-:62].[O:44]1[CH2:45][CH2:46][O:47][CH2:48][CH2:49][O:50][CH2:51][CH2:52][O:53][CH2:54][CH2:55][O:56][CH2:57][CH2:58][O:59][CH2:60][CH2:61]1.[OH:1][C:2]1([c:38]2[cH:39][cH:40][cH:41][cH:42][cH:43]2)[CH2:3][CH2:4][N:5]([C:8](=[O:9])[CH:10]([C:11]([CH3:12])([CH3:13])[CH3:14])[NH:15][C:16](=[O:17])[c:18]2[cH:19][n:20]([CH2:30][O:31][CH2:32][CH2:33][Si:34]([CH3:35])([CH3:36])[CH3:37])[c:21]3[n:22][cH:23][c:24]([CH:27]4[CH2:28][CH2:29]4)[n:25][c:26]23)[CH2:6][CH2:7]1>>[OH:1][C:2]1([c:38]2[cH:39][cH:40][cH:41][cH:42][cH:43]2)[CH2:3][CH2:4][N:5]([C:8](=[O:9])[CH:10]([C:11]([CH3:12])([CH3:13])[CH3:14])[NH:15][C:16](=[O:17])[c:18]2[cH:19][nH:20][c:21]3[n:22][cH:23][c:24]([CH:27]4[CH2:28][CH2:29]4)[n:25][c:26]23)[CH2:6][CH2:7]1. Starting materials: CI (methyl iodide), [H-].[Na+] (sodium hydride), ClC1=CC(=C(C=C1)NC(=O)C1CCCN2C1=NC(=CC2=O)C2=NC=NC=C2)OC (4-oxo-2-pyrimidin-4-yl-6,7,8,9-tetrahydro-4H-pyrido[1,2-a]pyrimidine-9-carboxylic acid N-(4-chloro-2-methoxy-phenyl)-amide). The solvent is O (water), CN(C=O)C (dimethylformamide), ClCCl (dichloromethane). Run at time 2 hour. Yields the product ClC1=CC(=C(C=C1)NC(=O)C1(CCCN2C1=NC(=CC2=O)C2=NC=NC=C2)C)OC ((+/−)-9-Methyl-4-oxo-2-pyrimidin-4-yl-6,7,8,9-tetrahydro-4H-pyrido[1,2-a]pyrimidine-9-carboxylic acid N-(4-chloro-2-methoxy-phenyl)-amide). The yield is 51.9%. As a reaction SMILES: [Cl:1][C:2]1[CH:7]=[CH:6][C:5]([NH:8][C:9]([CH:11]2[C:16]3=[N:17][C:18]([C:22]4[CH:27]=[CH:26][N:25]=[CH:24][N:23]=4)=[CH:19][C:20](=[O:21])[N:15]3[CH2:14][CH2:13][CH2:12]2)=[O:10])=[C:4]([O:28][CH3:29])[CH:3]=1.[H-].[Na+].[CH3:32]I>CN(C)C=O.O.ClCCl>[Cl:1][C:2]1[CH:7]=[CH:6][C:5]([NH:8][C:9]([C:11]2([CH3:32])[C:16]3=[N:17][C:18]([C:22]4[CH:27]=[CH:26][N:25]=[CH:24][N:23]=4)=[CH:19][C:20](=[O:21])[N:15]3[CH2:14][CH2:13][CH2:12]2)=[O:10])=[C:4]([O:28][CH3:29])[CH:3]=1 |f:1.2|. Procedure: To a suspension of 0.100 g (0.24 mmol) of 4-oxo-2-pyrimidin-4-yl-6,7,8,9-tetrahydro-4H-pyrido[1,2-a]pyrimidine-9-carboxylic acid N-(4-chloro-2-methoxy-phenyl)-amide (example 1) in 1.00 mL of dimethylformamide was added 0.010 g (0.24 mmol) of sodium hydride at 0° C. and the resulting mixture was stirred at room temperature for 2 hours. 0.020 mL (0.24 mmol) of methyl iodide was added and the mixture was stirred at room temperature for 1 hour. The mixture was dissolved in water and dichloromethane.... The reactants are CC(=O)O, CCC(O)c1c(C)c(NC(=O)CC(C)(C)C)c(C)c2c1OCC2c1ccc(C(C)C)cc1. Yields the product CCCc1c(C)c(NC(=O)CC(C)(C)C)c(C)c2c1OCC2c1ccc(C(C)C)cc1. RXN SMILES: [CH3:33][C:34](=[O:35])[OH:36].[OH:1][CH:2]([CH2:3][CH3:4])[c:5]1[c:6]([CH3:32])[c:7]([NH:24][C:25]([CH2:26][C:27]([CH3:28])([CH3:29])[CH3:30])=[O:31])[c:8]([CH3:23])[c:9]2[c:13]1[O:12][CH2:11][CH:10]2[c:14]1[cH:15][cH:16][c:17]([CH:20]([CH3:21])[CH3:22])[cH:18][cH:19]1>>[CH2:2]([CH2:3][CH3:4])[c:5]1[c:6]([CH3:32])[c:7]([NH:24][C:25]([CH2:26][C:27]([CH3:28])([CH3:29])[CH3:30])=[O:31])[c:8]([CH3:23])[c:9]2[c:13]1[O:12][CH2:11][CH:10]2[c:14]1[cH:15][cH:16][c:17]([CH:20]([CH3:21])[CH3:22])[cH:18][cH:19]1.